From a dataset of the Open Reaction Database (ORD), a public repository of structured organic reaction records. describe an organic reaction: reactants, conditions, products, and yield Reactants: C1CCOC1, COC(=O)CCNC(=O)c1ccc(C=C(c2ccc(Cl)cc2)c2nc(-c3ccc(OC(F)(F)F)cc3)cs2)cc1, CO, [Na+], [OH-]. The product is O=C(O)CCNC(=O)c1ccc(C=C(c2ccc(Cl)cc2)c2nc(-c3ccc(OC(F)(F)F)cc3)cs2)cc1. Reaction SMILES: [CH2:43]1[O:44][CH2:45][CH2:46][CH2:47]1.[CH3:1][O:2][C:3]([CH2:4][CH2:5][NH:6][C:7]([c:8]1[cH:9][cH:10][c:11]([CH:14]=[C:15]([c:16]2[s:17][cH:18][c:19](-[c:21]3[cH:22][cH:23][c:24]([O:27][C:28]([F:29])([F:30])[F:31])[cH:25][cH:26]3)[n:20]2)[c:32]2[cH:33][cH:34][c:35]([Cl:38])[cH:36][cH:37]2)[cH:12][cH:13]1)=[O:39])=[O:40].[CH3:48][OH:49].[Na+:42].[OH-:41]>>[O:2]=[C:3]([CH2:4][CH2:5][NH:6][C:7]([c:8]1[cH:9][cH:10][c:11]([CH:14]=[C:15]([c:16]2[s:17][cH:18][c:19](-[c:21]3[cH:22][cH:23][c:24]([O:27][C:28]([F:29])([F:30])[F:31])[cH:25][cH:26]3)[n:20]2)[c:32]2[cH:33][cH:34][c:35]([Cl:38])[cH:36][cH:37]2)[cH:12][cH:13]1)=[O:39])[OH:40]. Starting materials: COC1=CC=C(CP(OCC)(OCC)=O)C=C1 (diethyl 4-methoxybenzylphosphonate), C1(=CC=C(C=C1)N(C1=CC=C(C=O)C=C1)C1=CC=C(C=C1)C)C (4-(di-p-tolylamino)benzaldehyde), CN(C=O)C (N,N-dimethylformamide), C(C)(C)(C)O[K] (t-butoxy potassium). Solvent: O (water). Conditions: time 5 hour. Yields the product COC1=CC=C(C=C1)C=CC1=CC=C(C=C1)N(C1=CC=C(C=C1)C)C1=CC=C(C=C1)C (4-methoxy-4′-(di-p-tolylamino)stilbene). Reaction SMILES: [CH3:1][O:2][C:3]1[CH:17]=[CH:16][C:6]([CH2:7]P(=O)(OCC)OCC)=[CH:5][CH:4]=1.[C:18]1([CH3:40])[CH:23]=[CH:22][C:21]([N:24]([C:33]2[CH:38]=[CH:37][C:36]([CH3:39])=[CH:35][CH:34]=2)[C:25]2[CH:32]=[CH:31][C:28]([CH:29]=O)=[CH:27][CH:26]=2)=[CH:20][CH:19]=1.CN(C)C=O.C(O[K])(C)(C)C>O>[CH3:1][O:2][C:3]1[CH:4]=[CH:5][C:6]([CH:7]=[CH:39][C:36]2[CH:35]=[CH:34][C:33]([N:24]([C:25]3[CH:32]=[CH:31][C:28]([CH3:29])=[CH:27][CH:26]=3)[C:21]3[CH:22]=[CH:23][C:18]([CH3:40])=[CH:19][CH:20]=3)=[CH:38][CH:37]=2)=[CH:16][CH:17]=1. Procedure: Equal molar amounts of diethyl 4-methoxybenzylphosphonate and 4-(di-p-tolylamino)benzaldehyde were dissolved into N,N-dimethylformamide, and with agitation under water cooling, t-butoxy potassium was added little by little. After agitation for 5 hours at room temperature, water was added, and the solution was rendered acidic so that crude target product precipitates. The crude target product was purified by column chromatography on silica gel to give 4-methoxy-4′-(di-p-tolylamino)stilbene.